Dataset: the Open Reaction Database (ORD), a public repository of structured organic reaction records. Task: describe an organic reaction: reactants, conditions, products, and yield Reactants: C(C)OC(=O)N1C2=C(C(CC1CC)NC(=O)OCC1=CC=CC=C1)C(=NN2C)C (4-Benzyloxycarbonylamino-6-ethyl-1,3-dimethyl-1,4,5,6,-tetrahydro-pyrazolo[3,4-b]pyridine-7-carboxylic acid ethyl ester), C(=O)[O-].[NH4+] (ammonium formate). Reagents/catalysts: [Pd] (Pd/C). Solvent: CO (methanol). Reaction conditions: temperature 40 celsius. The product is C(C)OC(=O)N1C2=C(C(CC1CC)N)C(=NN2C)C (4-Amino-6-ethyl-1,3-dimethyl-1,4,5,6-tetrahydro-pyrazolo[3,4-b]pyridine-7-carboxylic acid ethyl ester). Isolated yield 75.5%. Reaction SMILES: [CH2:1]([O:3][C:4]([N:6]1[CH:11]([CH2:12][CH3:13])[CH2:10][CH:9]([NH:14]C(OCC2C=CC=CC=2)=O)[C:8]2[C:25]([CH3:29])=[N:26][N:27]([CH3:28])[C:7]1=2)=[O:5])[CH3:2].C([O-])=O.[NH4+]>[Pd].CO>[CH2:1]([O:3][C:4]([N:6]1[CH:11]([CH2:12][CH3:13])[CH2:10][CH:9]([NH2:14])[C:8]2[C:25]([CH3:29])=[N:26][N:27]([CH3:28])[C:7]1=2)=[O:5])[CH3:2] |f:1.2|. Reported procedure: 4-Benzyloxycarbonylamino-6-ethyl-1,3-dimethyl-1,4,5,6,-tetrahydro-pyrazolo[3,4-b]pyridine-7-carboxylic acid ethyl ester (0.34 g, 0.85 mmol) obtained in step (iii), methanol (5 mL), and ammonium formate were charged to a flask under a nitrogen atomsphere. To this mixture was added 10% Pd/C (50% wet) (0.1 g), and the resulting slurry was heated at about 40° C. for around 1 hour. The reaction mixture was then cooled to room temperature and filtered through Celite™, and the filtrate was concentrated... Reactants: O=C([O-])O, CCOC(C)=O, ClC(Cl)Cl, [Na+], [Na+], [Na+], CC(NC(=O)OC(Cn1cnc2cc(Cl)c(Cl)cc21)C(C)(C)C)C(O)CNS(=O)(=O)c1ccccn1, CC(NC(=O)OC(Cn1cnc2cc(Cl)c(Cl)cc21)C(C)(C)C)C(O)CNS(=O)(=O)c1ccccn1, O=S([O-])([O-])=S. The product is CC(NC(=O)OC(Cn1cnc2cc(Cl)c(Cl)cc21)C(C)(C)C)C(=O)CNS(=O)(=O)c1ccccn1. Reaction SMILES: [C:73](=[O:74])([OH:75])[O-:76].[CH3:82][CH2:83][O:84][C:85](=[O:86])[CH3:87].[CH:78]([Cl:79])([Cl:80])[Cl:81].[Na+:77].[Na+:93].[Na+:94].[OH:1][CH:2]([CH:3]([CH3:4])[NH:5][C:6]([O:7][CH:8]([C:9]([CH3:10])([CH3:11])[CH3:12])[CH2:13][n:14]1[cH:15][n:16][c:17]2[c:18]1[cH:19][c:20]([Cl:24])[c:21]([Cl:23])[cH:22]2)=[O:25])[CH2:26][NH:27][S:28](=[O:29])(=[O:30])[c:31]1[n:32][cH:33][cH:34][cH:35][cH:36]1.[OH:37][CH:38]([CH2:39][NH:40][S:41]([c:42]1[cH:43][cH:44][cH:45][cH:46][n:47]1)(=[O:48])=[O:49])[CH:50]([NH:51][C:52](=[O:53])[O:54][CH:55]([CH2:56][n:57]1[c:58]2[cH:59][c:60]([Cl:61])[c:62]([Cl:63])[cH:64][c:65]2[n:66][cH:67]1)[C:68]([CH3:69])([CH3:70])[CH3:71])[CH3:72].[S:88]([O-:89])([O-:90])(=[O:91])=[S:92]>>[O:1]=[C:2]([CH:3]([CH3:4])[NH:5][C:6]([O:7][CH:8]([C:9]([CH3:10])([CH3:11])[CH3:12])[CH2:13][n:14]1[cH:15][n:16][c:17]2[c:18]1[cH:19][c:20]([Cl:24])[c:21]([Cl:23])[cH:22]2)=[O:25])[CH2:26][NH:27][S:28](=[O:29])(=[O:30])[c:31]1[n:32][cH:33][cH:34][cH:35][cH:36]1. Reactants: COC(=O)Cn1c(Br)c(C2CCCCC2F)c2sc(C(=O)OC)cc21, CCOC(C)=O, O=Cc1ccccc1B(O)O, C1COCCO1, c1ccc(P(c2ccccc2)(c2ccccc2)[Pd](P(c2ccccc2)(c2ccccc2)c2ccccc2)(P(c2ccccc2)(c2ccccc2)c2ccccc2)P(c2ccccc2)(c2ccccc2)c2ccccc2)cc1. The product is COC(=O)Cn1c(-c2ccccc2C=O)c(C2CCCCC2F)c2sc(C(=O)OC)cc21. As a reaction SMILES: [Br:1][c:2]1[c:3]([CH:19]2[CH:20]([F:25])[CH2:21][CH2:22][CH2:23][CH2:24]2)[c:4]2[c:5]([n:6]1[CH2:7][C:8](=[O:9])[O:10][CH3:11])[cH:12][c:13]([C:15](=[O:16])[O:17][CH3:18])[s:14]2.[CH3:43][CH2:44][O:45][C:46]([CH3:47])=[O:48].[CH:26](=[O:27])[c:28]1[c:29]([B:34]([OH:35])[OH:36])[cH:30][cH:31][cH:32][cH:33]1.[O:37]1[CH2:38][CH2:39][O:40][CH2:41][CH2:42]1.[cH:49]1[cH:50][cH:51][c:52]([P:53]([Pd:54]([P:55]([c:56]2[cH:57][cH:58][cH:59][cH:60][cH:61]2)([c:62]2[cH:63][cH:64][cH:65][cH:66][cH:67]2)[c:68]2[cH:69][cH:70][cH:71][cH:72][cH:73]2)([P:74]([c:75]2[cH:76][cH:77][cH:78][cH:79][cH:80]2)([c:81]2[cH:82][cH:83][cH:84][cH:85][cH:86]2)[c:87]2[cH:88][cH:89][cH:90][cH:91][cH:92]2)[P:93]([c:94]2[cH:95][cH:96][cH:97][cH:98][cH:99]2)([c:100]2[cH:101][cH:102][cH:103][cH:104][cH:105]2)[c:106]2[cH:107][cH:108][cH:109][cH:110][cH:111]2)([c:112]2[cH:113][cH:114][cH:115][cH:116][cH:117]2)[c:118]2[cH:119][cH:120][cH:121][cH:122][cH:123]2)[cH:124][cH:125]1>>[c:2]1(-[c:29]2[c:28]([CH:26]=[O:27])[cH:33][cH:32][cH:31][cH:30]2)[c:3]([CH:19]2[CH:20]([F:25])[CH2:21][CH2:22][CH2:23][CH2:24]2)[c:4]2[c:5]([n:6]1[CH2:7][C:8](=[O:9])[O:10][CH3:11])[cH:12][c:13]([C:15](=[O:16])[O:17][CH3:18])[s:14]2. Reactants: C(C1=CC=CC=C1)(C1=CC=CC=C1)=N (Benzophenone imine), C(C)OC([C@@H](N)C)=O (L-alanine ethyl ester). The solvent is C(Cl)Cl (methylene chloride). Yields the product C1(=CC=CC=C1)C(=N[C@@H](C)C(=O)OCC)C1=CC=CC=C1 (ethyl Nα diphenylmethylene-L-alaninate). Isolated yield 89.6%. RXN SMILES: [C:1](=[NH:14])([C:8]1[CH:13]=[CH:12][CH:11]=[CH:10][CH:9]=1)[C:2]1[CH:7]=[CH:6][CH:5]=[CH:4][CH:3]=1.[CH2:15]([O:17][C:18](=[O:22])[C@H:19]([CH3:21])N)[CH3:16]>C(Cl)Cl>[C:2]1([C:1]([C:8]2[CH:9]=[CH:10][CH:11]=[CH:12][CH:13]=2)=[N:14][C@H:19]([C:18]([O:17][CH2:15][CH3:16])=[O:22])[CH3:21])[CH:7]=[CH:6][CH:5]=[CH:4][CH:3]=1. Procedure details: Benzophenone imine (53.4 g, 286 mmol) was dissolved in methylene chloride (400 mL) and stirred at room temperature. To the solution was added L-alanine ethyl ester (43.9 g, 286 mmol) and the reaction stirred at room temperature for 48 hours. The reaction was washed 3 times with water (200 mL). The organic layer was separated, dried (MgSO4), and the filtrate was concentrated in vacuo to give a clear oil. The oil was crystallized from pentane to give the title compound (72.1 g, 90%), FAB-MS 282 (M... The reactants are Cc1cc(-c2ccc(CC(=O)O)cc2C#N)ccn1, C(=NC1CCCCC1)=NC1CCCCC1, CN(C)c1ccncc1, CN(C)C=O, Nc1ccc(-c2cccnn2)cn1. Yields the product Cc1cc(-c2ccc(CC(=O)Nc3ccc(-c4cccnn4)cn3)cc2C#N)ccn1. As a reaction SMILES: [C:1](#[N:2])[c:3]1[cH:4][c:5]([CH2:16][C:17](=[O:18])[OH:19])[cH:6][cH:7][c:8]1-[c:9]1[cH:10][c:11]([CH3:15])[n:12][cH:13][cH:14]1.[CH2:33]1[CH2:34][CH2:35][CH:36]([N:37]=[C:38]=[N:39][CH:40]2[CH2:41][CH2:42][CH2:43][CH2:44][CH2:45]2)[CH2:46][CH2:47]1.[CH3:48][N:49]([CH3:50])[c:51]1[cH:52][cH:53][n:54][cH:55][cH:56]1.[O:57]=[CH:58][N:59]([CH3:60])[CH3:61].[n:20]1[n:21][c:22](-[c:26]2[cH:27][cH:28][c:29]([NH2:32])[n:30][cH:31]2)[cH:23][cH:24][cH:25]1>>[C:1](#[N:2])[c:3]1[cH:4][c:5]([CH2:16][C:17](=[O:19])[NH:32][c:29]2[cH:28][cH:27][c:26](-[c:22]3[n:21][n:20][cH:25][cH:24][cH:23]3)[cH:31][n:30]2)[cH:6][cH:7][c:8]1-[c:9]1[cH:10][c:11]([CH3:15])[n:12][cH:13][cH:14]1. Reactants: CN1C2=CC(=CC=C2S(C=2C=C(C=CC12)C(=O)OCC)(=O)=O)C(CC1CC(CC1)=O)C(NC1=NN(C=C1)C)=O (ethyl 10-methyl-8-[1-(1-methyl-1H-pyrazol-3-ylcarbamoyl)-2-(3-oxocyclopentyl)ethyl]-5,5-dioxo-5,10-dihydrophenothiazine-3-carboxylate), [OH-].[Na+] (NaOH). Solvent: CO (methanol). Yields the product CN1C2=CC(=CC=C2S(C=2C=C(C=CC12)C(=O)O)(=O)=O)C(CC1CC(CC1)=O)C(NC1=NN(C=C1)C)=O (10-Methyl-8-[1-(1-methyl-1H-pyrazol-3-ylcarbamoyl)-2-(3-oxo-cyclopentyl)-ethyl]-5,5-dioxo-5,10-dihydrophenothiazin-3-carboxylic acid). RXN SMILES: [CH3:1][N:2]1[C:15]2[CH:14]=[CH:13][C:12]([C:16]([O:18]CC)=[O:17])=[CH:11][C:10]=2[S:9](=[O:22])(=[O:21])[C:8]2[C:3]1=[CH:4][C:5]([CH:23]([C:31](=[O:39])[NH:32][C:33]1[CH:37]=[CH:36][N:35]([CH3:38])[N:34]=1)[CH2:24][CH:25]1[CH2:29][CH2:28][C:27](=[O:30])[CH2:26]1)=[CH:6][CH:7]=2.[OH-].[Na+]>CO>[CH3:1][N:2]1[C:15]2[CH:14]=[CH:13][C:12]([C:16]([OH:18])=[O:17])=[CH:11][C:10]=2[S:9](=[O:21])(=[O:22])[C:8]2[C:3]1=[CH:4][C:5]([CH:23]([C:31](=[O:39])[NH:32][C:33]1[CH:37]=[CH:36][N:35]([CH3:38])[N:34]=1)[CH2:24][CH:25]1[CH2:29][CH2:28][C:27](=[O:30])[CH2:26]1)=[CH:6][CH:7]=2 |f:1.2|. Procedure details: 260 mg of ethyl 10-methyl-8-[1-(1-methyl-1H-pyrazol-3-ylcarbamoyl)-2-(3-oxocyclopentyl)ethyl]-5,5-dioxo-5,10-dihydrophenothiazine-3-carboxylate are suspended in 10 ml of methanol, and 1.64 ml of a 2 M NaOH solution are added. The reaction mixture is heated at the boil under reflux for one hour. The methanol is removed under reduced pressure and the reaction mixture is adjusted to pH 4 by addition of concentrated hydrochloric acid. The mixture is extracted three times with in each case 100 ml of ...